Dataset: the Open Reaction Database (ORD), a public repository of structured organic reaction records. Task: describe an organic reaction: reactants, conditions, products, and yield Run at time 10 minute. Reported procedure: At room temperature, to a stirred solution of tert-butyl pyrrole-2-carboxylate (obtained from Step A) (120 mg, 0.718 mmol) dissolved in benzene (2.5 mL) was added tetra-N-butylammonium hydrogen sulfate (49 mg, 0.144 mmol) followed by 50% aqueous sodium hydroxide solution (0.72 mL). After 10 min, a solution of 3,5-dichlorobenzenesulfonyl chloride (264 mg, 1.08 mmol) dissolved in benzene (1 mL) was added dropwise via a gas-tight syringe over a 25 min period. The reaction mixture was allowed to sti... Run in C1=CC=CC=C1 (benzene), O (water), C1=CC=CC=C1 (benzene). Reactants: ClC=1C=C(C=C(C1)Cl)S(=O)(=O)Cl (3,5-dichlorobenzenesulfonyl chloride), C(C)(=O)OCC (Ethyl acetate), N1C(=CC=C1)C(=O)OC(C)(C)C (tert-butyl pyrrole-2-carboxylate), [OH-].[Na+] (sodium hydroxide). Reaction SMILES: [NH:1]1[CH:5]=[CH:4][CH:3]=[C:2]1[C:6]([O:8][C:9]([CH3:12])([CH3:11])[CH3:10])=[O:7].[OH-].[Na+].[Cl:15][C:16]1[CH:17]=[C:18]([S:23](Cl)(=[O:25])=[O:24])[CH:19]=[C:20]([Cl:22])[CH:21]=1.C(OCC)(=O)C>C1C=CC=CC=1.CCCC[N+](CCCC)(CCCC)CCCC.OS([O-])(=O)=O.O>[Cl:22][C:20]1[CH:19]=[C:18]([S:23]([N:1]2[CH:5]=[CH:4][CH:3]=[C:2]2[C:6]([O:8][C:9]([CH3:12])([CH3:11])[CH3:10])=[O:7])(=[O:24])=[O:25])[CH:17]=[C:16]([Cl:15])[CH:21]=1 |f:1.2,6.7|. Reagents/catalysts: CCCC[N+](CCCC)(CCCC)CCCC.OS(=O)(=O)[O-] (tetra-N-butylammonium hydrogen sulfate). Yields the product ClC=1C=C(C=C(C1)Cl)S(=O)(=O)N1C(=CC=C1)C(=O)OC(C)(C)C (tert-Butyl N-(3,5-dichlorobenzenesulfonyl)pyrrole-2-carboxylate). Yield: 38.5%. Reactants: CN(C)C=O (DMF), [H-].[Na+] (sodium hydride), OCCC=1N(C=CN1)CCCCC1=CC=C(C=C1)O (4-[4-[2-(2-hydroxyethyl)-1H-imidazol-1-yl]butyl]phenol), FC(C1=CC=C(C=C1)/C=C/C=1OC=C(N1)CCl)(F)F ([2-[(E)-2-(4-Trifluoromethylphenyl)ethenyl]oxazol-4-yl]methyl chloride). Run in O (Water). Reaction conditions: time 15 hour. The product is FC(C1=CC=C(C=C1)/C=C/C=1OC=C(N1)COC1=CC=C(C=C1)CCCCN1C(=NC=C1)C(C)O)(F)F (1-[4-[4-[2-[(E)-2-(4-trifluoromethylphenyl)ethenyl]oxazol-4-yl]methoxyphenyl]butyl-1H-imidazol-2-yl]-1-ethanol). RXN SMILES: CN(C=[O:5])C.[H-].[Na+].O[CH2:9][CH2:10][C:11]1[N:12]([CH2:16][CH2:17][CH2:18][CH2:19][C:20]2[CH:25]=[CH:24][C:23]([OH:26])=[CH:22][CH:21]=2)[CH:13]=[CH:14][N:15]=1.[F:27][C:28]([F:45])([F:44])[C:29]1[CH:34]=[CH:33][C:32](/[CH:35]=[CH:36]/[C:37]2[O:38][CH:39]=[C:40]([CH2:42]Cl)[N:41]=2)=[CH:31][CH:30]=1>O>[F:27][C:28]([F:45])([F:44])[C:29]1[CH:34]=[CH:33][C:32](/[CH:35]=[CH:36]/[C:37]2[O:38][CH:39]=[C:40]([CH2:42][O:26][C:23]3[CH:22]=[CH:21][C:20]([CH2:19][CH2:18][CH2:17][CH2:16][N:12]4[CH:13]=[CH:14][N:15]=[C:11]4[CH:10]([OH:5])[CH3:9])=[CH:25][CH:24]=3)[N:41]=2)=[CH:31][CH:30]=1 |f:1.2|. Procedure: Under argon atmosphere, DMF (4 ml) was added to a mixture of 65% sodium hydride (40.6 mg) and 4-[4-[2-(2-hydroxyethyl)-1H-imidazol-1-yl]butyl]phenol (260 mg) at 0° C. The mixture was stirred at room temperature for 30 min. [2-[(E)-2-(4-Trifluoromethylphenyl)ethenyl]oxazol-4-yl]methyl chloride (316 mg) was added to the mixture at 0° C., and the mixture was stirred at room temperature for 15 hr. Water was added to the mixture to give crystals. The crystals were collected by filtration, washed with... Procedure details: A solution of 4-amino-3′-nitro-biphenyl-3-ol (0.115 g, 0.5 mmol) in dry THF (2.5 mL) was treated with a solution of 1,1′-carbonyldiimidazole (0.098 g, 0.6 mmol) in dry THF (2.5 mL). The reaction mixture was stirred at room temperature under a blanket of nitrogen for 6 hours. A precipitate formed, was collected and washed with methylene chloride (50 mL) to give 6-(3-nitro-phenyl)-3H-benzooxazol-2-one (0.095 g, 74%) as a white solid: mp 280-281° C.; 1H-NMR (DMSO-d6) δ11.7 (s, 1H), 8.43 (t, 1H, J=1... As a reaction SMILES: [NH2:1][C:2]1[CH:7]=[CH:6][C:5]([C:8]2[CH:13]=[CH:12][CH:11]=[C:10]([N+:14]([O-:16])=[O:15])[CH:9]=2)=[CH:4][C:3]=1[OH:17].[C:18](N1C=CN=C1)(N1C=CN=C1)=[O:19]>C1COCC1>[N+:14]([C:10]1[CH:9]=[C:8]([C:5]2[CH:6]=[CH:7][C:2]3[NH:1][C:18](=[O:19])[O:17][C:3]=3[CH:4]=2)[CH:13]=[CH:12][CH:11]=1)([O-:16])=[O:15]. Yield: 74.2%. Run in C1CCOC1 (THF), C1CCOC1 (THF). Conditions: time 6 hour. Reactants: NC1=C(C=C(C=C1)C1=CC(=CC=C1)[N+](=O)[O-])O (4-amino-3′-nitro-biphenyl-3-ol), C(=O)(N1C=NC=C1)N1C=NC=C1 (1,1′-carbonyldiimidazole). Yields the product [N+](=O)([O-])C=1C=C(C=CC1)C1=CC2=C(NC(O2)=O)C=C1 (6-(3-nitro-phenyl)-3H-benzooxazol-2-one). Starting materials: C(=O)(C(F)(F)F)O (TFA), C(=O)(OC)C(CC(=O)OC)CC1=C(C=C(C=C1)OC)CN(CC(F)(F)F)C(=O)OC(C)(C)C (methyl (±)-3-carbomethoxy-4-[2-[N-(tert-butoxycarbonyl)-N-(2,2,2-trifluoroethyl)amino]methyl-4-methoxyphenyl]butanoate). Run in C(Cl)Cl (CH2Cl2). Reaction conditions: time 1.5 hour. Product: C(=O)(OC)C(CC(=O)OC)CC1=C(C=C(C=C1)OC)CNCC(F)(F)F (Methyl (±)-3-carbomethoxy-4-[2-(2,2,2-trifluoroethylamino)methyl-4-methoxyphenyl]butanoate). As a reaction SMILES: C(O)(C(F)(F)F)=O.[C:8]([CH:12]([CH2:18][C:19]1[CH:24]=[CH:23][C:22]([O:25][CH3:26])=[CH:21][C:20]=1[CH2:27][N:28](C(OC(C)(C)C)=O)[CH2:29][C:30]([F:33])([F:32])[F:31])[CH2:13][C:14]([O:16][CH3:17])=[O:15])([O:10][CH3:11])=[O:9]>C(Cl)Cl>[C:8]([CH:12]([CH2:18][C:19]1[CH:24]=[CH:23][C:22]([O:25][CH3:26])=[CH:21][C:20]=1[CH2:27][NH:28][CH2:29][C:30]([F:31])([F:33])[F:32])[CH2:13][C:14]([O:16][CH3:17])=[O:15])([O:10][CH3:11])=[O:9]. Procedure: TFA (55 mL) was added all at once to a solution of methyl (±)-3-carbomethoxy-4-[2-[N-(tert-butoxycarbonyl)-N-(2,2,2-trifluoroethyl)amino]methyl-4-methoxyphenyl]butanoate (7.98 g, 16.71 mmole) in anhydrous CH2Cl2 (42 mL) at 0° C. under argon, and the reaction was warmed to RT. After 1.5 hr, the reaction was concentrated, and the residue was reconcentrated from xylenes. Drying in high vacuum at 40° C. left the title compound (8.70 g, quantitative) as a yellow solid: MS (ES) m/e 378 (M+H)+. Starting materials: CCC(C)CO, C[Si](C)(Cl)c1ccccc1, CCCCCC, c1c[nH]cn1. The product is CCC(C)CO[Si](C)(C)c1ccccc1. Reaction SMILES: [CH3:16][CH:17]([CH2:18][OH:19])[CH2:20][CH3:21].[CH3:1][Si:2]([c:3]1[cH:4][cH:5][cH:6][cH:7][cH:8]1)([CH3:9])[Cl:10].[CH3:22][CH2:23][CH2:24][CH2:25][CH2:26][CH3:27].[nH:11]1[cH:12][cH:13][n:14][cH:15]1>>[CH3:1][Si:2]([c:3]1[cH:4][cH:5][cH:6][cH:7][cH:8]1)([CH3:9])[O:19][CH2:18][CH:17]([CH3:16])[CH2:20][CH3:21]. Run at temperature 50 celsius, time 8 hour. Procedure: Into a 50-mL round-bottom flask, was placed a solution of methyl 3-bromo-4-cyclopropylbenzoate (compound 10.2, 500 mg, 1.96 mmol) in methanol (10 mL) and a solution of sodium hydroxide (500 mg, 12.5 mmol) in water (5 mL). The resulting solution was stirred overnight at 50° C., then the volatiles were removed under reduced pressure. The pH of the residual solution was adjusted to 6-7 with aqueous HCl (6 M). The resulting solids were collected by filtration to yield 0.3 g (63%) of the title compou... Solvent: CO (methanol), O (water). Starting materials: BrC=1C=C(C(=O)OC)C=CC1C1CC1 (methyl 3-bromo-4-cyclopropylbenzoate), BrC=1C=C(C(=O)OC)C=CC1C1CC1 (methyl 3-bromo-4-cyclopropylbenzoate), [OH-].[Na+] (sodium hydroxide). RXN SMILES: [Br:1][C:2]1[CH:3]=[C:4]([CH:9]=[CH:10][C:11]=1[CH:12]1[CH2:14][CH2:13]1)[C:5]([O:7]C)=[O:6].[OH-].[Na+]>CO.O>[Br:1][C:2]1[CH:3]=[C:4]([CH:9]=[CH:10][C:11]=1[CH:12]1[CH2:13][CH2:14]1)[C:5]([OH:7])=[O:6] |f:1.2|. Isolated yield 63.5%. Product: BrC=1C=C(C(=O)O)C=CC1C1CC1 (3-Bromo-4-cyclopropylbenzoic acid). Reactants: CN1CCCN(C)C1=O, COC(=O)Cc1ccc(OC)c(F)c1, CC(C)[N-]C(C)C, ICC1CCCC1, [Li+]. Yields the product COC(=O)C(CC1CCCC1)c1ccc(OC)c(F)c1. As a reaction SMILES: [CH3:30][N:31]1[CH2:32][CH2:33][CH2:34][N:35]([CH3:36])[C:37]1=[O:38].[CH3:9][O:10][C:11]([CH2:12][c:13]1[cH:14][c:15]([F:21])[c:16]([O:19][CH3:20])[cH:17][cH:18]1)=[O:22].[CH:1]([N-:2][CH:3]([CH3:4])[CH3:5])([CH3:6])[CH3:7].[I:23][CH2:24][CH:25]1[CH2:26][CH2:27][CH2:28][CH2:29]1.[Li+:8]>>[CH3:9][O:10][C:11]([CH:12]([c:13]1[cH:14][c:15]([F:21])[c:16]([O:19][CH3:20])[cH:17][cH:18]1)[CH2:24][CH:25]1[CH2:26][CH2:27][CH2:28][CH2:29]1)=[O:22].